The task is: describe an organic reaction: reactants, conditions, products, and yield. This data is from the Open Reaction Database (ORD), a public repository of structured organic reaction records. RXN SMILES: [CH2:40]1[O:41][CH2:42][CH2:43][CH2:44]1.[CH3:45][CH2:46][OH:47].[Cl:1][c:2]1[cH:3][c:4]2[c:9]([cH:10][c:11]1[O:12][c:13]1[cH:14][cH:15][c:16]([C:19]([NH:20][CH:21]([CH2:22][c:23]3[cH:24][cH:25][c:26]([Cl:29])[cH:27][cH:28]3)[CH2:30][OH:31])=[O:32])[cH:17][cH:18]1)[O:8][CH2:7][CH2:6][CH:5]2[C:33](=[O:34])[O:35][CH2:36][CH3:37].[Na+:39].[OH-:38]>>[Cl:1][c:2]1[cH:3][c:4]2[c:9]([cH:10][c:11]1[O:12][c:13]1[cH:14][cH:15][c:16]([C:19]([NH:20][CH:21]([CH2:22][c:23]3[cH:24][cH:25][c:26]([Cl:29])[cH:27][cH:28]3)[CH2:30][OH:31])=[O:32])[cH:17][cH:18]1)[O:8][CH2:7][CH2:6][CH:5]2[C:33](=[O:34])[OH:35]. Product: O=C(NC(CO)Cc1ccc(Cl)cc1)c1ccc(Oc2cc3c(cc2Cl)C(C(=O)O)CCO3)cc1. Reactants: C1CCOC1, CCO, CCOC(=O)C1CCOc2cc(Oc3ccc(C(=O)NC(CO)Cc4ccc(Cl)cc4)cc3)c(Cl)cc21, [Na+], [OH-]. RXN SMILES: [CH2:35]1[O:36][CH2:37][CH2:38][CH2:39]1.[CH:16]([N:17]([CH:18]([CH3:19])[CH3:20])[CH2:21][CH3:22])([CH3:23])[CH3:24].[Cl:1][c:2]1[n:3][c:4]([NH:8][c:9]2[cH:10][c:11]([Cl:15])[cH:12][cH:13][cH:14]2)[n:5][cH:6][cH:7]1.[O:25]1[CH2:26][CH2:27][N:28]([CH2:31][CH2:32][CH2:33][NH2:34])[CH2:29][CH2:30]1>>[c:2]1([NH:34][CH2:33][CH2:32][CH2:31][N:28]2[CH2:27][CH2:26][O:25][CH2:30][CH2:29]2)[n:3][c:4]([NH:8][c:9]2[cH:10][c:11]([Cl:15])[cH:12][cH:13][cH:14]2)[n:5][cH:6][cH:7]1. Starting materials: C1CCOC1, CCN(C(C)C)C(C)C, Clc1cccc(Nc2nccc(Cl)n2)c1, NCCCN1CCOCC1. Product: Clc1cccc(Nc2nccc(NCCCN3CCOCC3)n2)c1. Starting materials: step-ii, CS(=O)(=O)NC1=C(C=CC(=C1)B1OC(C(O1)(C)C)(C)C)N1CCN(CC1)C(=O)OC(C)(C)C (tert-butyl 4-(2-(methylsulfonamido)-4-(4,4,5,5-tetramethyl-1,3,2-dioxaborolan-2-yl)phenyl)piperazine-1-carboxylate), CS(=O)(=O)NC1=C(C=CC(=C1)B1OC(C(O1)(C)C)(C)C)N1CCN(CC1)C(=O)OC(C)(C)C (tert-butyl 4-(2-(methylsulfonamido)-4-(4,4,5,5-tetramethyl-1,3,2-dioxaborolan-2-yl)phenyl)piperazine-1-carboxylate), BrC=1C=C2C(=NC1)N(C=C2C2=NN(C=C2)CC2=CC(=CC(=C2)F)F)S(=O)(=O)C2=CC=C(C)C=C2 (5-bromo-3-(1-(3,5-difluorobenzyl)-1H-pyrazol-3-yl)-1-tosyl-1H-pyrrolo[2,3-b]pyridine), BrC=1C=C2C(=NC1)N(C=C2C2=NN(C=C2)CC2=CC(=CC(=C2)F)F)S(=O)(=O)C2=CC=C(C)C=C2 (5-bromo-3-(1-(3,5-difluorobenzyl)-1H-pyrazol-3-yl)-1-tosyl-1H-pyrrolo[2,3-b]pyridine), C([O-])([O-])=O.[Na+].[Na+] (sodium carbonate). The reagents and catalysts are C=1C=CC(=CC1)[P](C=2C=CC=CC2)(C=3C=CC=CC3)[Pd]([P](C=4C=CC=CC4)(C=5C=CC=CC5)C=6C=CC=CC6)([P](C=7C=CC=CC7)(C=8C=CC=CC8)C=9C=CC=CC9)[P](C=1C=CC=CC1)(C=1C=CC=CC1)C=1C=CC=CC1 (Pd(PPh3)4). Solvent: C(C)(=O)OCC (ethyl acetate), CCCCCC (hexane), C1(=CC=CC=C1)C.C(C)O.O (toluene ethanol water). The product is FC=1C=C(CN2N=C(C=C2)C2=CN(C3=NC=C(C=C32)C3=CC(=C(C=C3)N3CCN(CC3)C(=O)OC(C)(C)C)NS(=O)(=O)C)S(=O)(=O)C3=CC=C(C)C=C3)C=C(C1)F (tert-butyl 4-(4-(3-(1-(3,5-difluorobenzyl)-1H-pyrazol-3-yl)-1-tosyl-1H-pyrrolo[2,3-b]pyridin-5-yl)-2-(methylsulfonamido)phenyl)piperazine-1-carboxylate). Isolated yield 39.9%. RXN SMILES: Br[C:2]1[CH:3]=[C:4]2[C:10]([C:11]3[CH:15]=[CH:14][N:13]([CH2:16][C:17]4[CH:22]=[C:21]([F:23])[CH:20]=[C:19]([F:24])[CH:18]=4)[N:12]=3)=[CH:9][N:8]([S:25]([C:28]3[CH:34]=[CH:33][C:31]([CH3:32])=[CH:30][CH:29]=3)(=[O:27])=[O:26])[C:5]2=[N:6][CH:7]=1.[CH3:35][S:36]([NH:39][C:40]1[CH:45]=[C:44](B2OC(C)(C)C(C)(C)O2)[CH:43]=[CH:42][C:41]=1[N:55]1[CH2:60][CH2:59][N:58]([C:61]([O:63][C:64]([CH3:67])([CH3:66])[CH3:65])=[O:62])[CH2:57][CH2:56]1)(=[O:38])=[O:37].C(=O)([O-])[O-].[Na+].[Na+]>C1(C)C=CC=CC=1.C(O)C.O.C(OCC)(=O)C.CCCCCC.C1C=CC([P]([Pd]([P](C2C=CC=CC=2)(C2C=CC=CC=2)C2C=CC=CC=2)([P](C2C=CC=CC=2)(C2C=CC=CC=2)C2C=CC=CC=2)[P](C2C=CC=CC=2)(C2C=CC=CC=2)C2C=CC=CC=2)(C2C=CC=CC=2)C2C=CC=CC=2)=CC=1>[F:23][C:21]1[CH:22]=[C:17]([CH:18]=[C:19]([F:24])[CH:20]=1)[CH2:16][N:13]1[CH:14]=[CH:15][C:11]([C:10]2[C:4]3[C:5](=[N:6][CH:7]=[C:2]([C:44]4[CH:43]=[CH:42][C:41]([N:55]5[CH2:56][CH2:57][N:58]([C:61]([O:63][C:64]([CH3:65])([CH3:66])[CH3:67])=[O:62])[CH2:59][CH2:60]5)=[C:40]([NH:39][S:36]([CH3:35])(=[O:37])=[O:38])[CH:45]=4)[CH:3]=3)[N:8]([S:25]([C:28]3[CH:29]=[CH:30][C:31]([CH3:32])=[CH:33][CH:34]=3)(=[O:26])=[O:27])[CH:9]=2)=[N:12]1 |f:2.3.4,5.6.7,^1:100,102,121,140|. Reported procedure: Using similar reaction conditions as described in step-ii of example-1, 5-bromo-3-(1-(3,5-difluorobenzyl)-1H-pyrazol-3-yl)-1-tosyl-1H-pyrrolo[2,3-b]pyridine (intermediate 63) (100 mg, 0.184 mmol) was coupled with tert-butyl 4-(2-(methylsulfonamido)-4-(4,4,5,5-tetramethyl-1,3,2-dioxaborolan-2-yl)phenyl)piperazine-1-carboxylate (intermediate 69G) (106 mg, 0.22 mmol) using sodium carbonate (58 mg, 0.552 mmol) and Pd(PPh3)4 (10 mg, 0.009 mmol) in toluene/ethanol/water (2/2/1 ml). This afforded 60 mg... Starting materials: C(C(=O)Cl)(=O)Cl (oxalyl chloride), ClC=1C=C(C=CC1)C1=NC(=CC(=C1)CC1=CC=C(C=C1)CC(=O)O)C(F)(F)F (2-(4-((2-(3-chlorophenyl)-6-(trifluoromethyl)pyridin-4-yl)methyl)phenyl)acetic acid), N (ammonia), CO (methanol). The reagents and catalysts are CN(C)C=O (DMF). Solvent: ClCCl (dichloromethane), ClCCl (dichloromethane). Reaction conditions: temperature 0 celsius, time 5 hour. The product is ClC=1C=C(C=CC1)C1=NC(=CC(=C1)CC1=CC=C(C=C1)CC(=O)N)C(F)(F)F (2-(4-((2-(3-Chlorophenyl)-6-(trifluoromethyl)pyridin-4-yl)methyl)phenyl)acetamide). The yield is 21.0%. As a reaction SMILES: [Cl:1][C:2]1[CH:3]=[C:4]([C:8]2[CH:13]=[C:12]([CH2:14][C:15]3[CH:20]=[CH:19][C:18]([CH2:21][C:22](O)=[O:23])=[CH:17][CH:16]=3)[CH:11]=[C:10]([C:25]([F:28])([F:27])[F:26])[N:9]=2)[CH:5]=[CH:6][CH:7]=1.C(Cl)(=O)C(Cl)=O.[NH3:35].CO>ClCCl.CN(C=O)C>[Cl:1][C:2]1[CH:3]=[C:4]([C:8]2[CH:13]=[C:12]([CH2:14][C:15]3[CH:20]=[CH:19][C:18]([CH2:21][C:22]([NH2:35])=[O:23])=[CH:17][CH:16]=3)[CH:11]=[C:10]([C:25]([F:27])([F:26])[F:28])[N:9]=2)[CH:5]=[CH:6][CH:7]=1. Procedure: An 100-mL round bottom flask was charged with 2-(4-((2-(3-chlorophenyl)-6-(trifluoromethyl)pyridin-4-yl)methyl)phenyl)acetic acid (0.17 g, 0.42 mmol) in dichloromethane (10 ml). To this solution at 0° C. was added oxalyl chloride (0.18 mL, 2.10 mmol) followed by DMF (1 drop). After stirring for 5 h the volatile material was removed under reduced pressure to afford crude acid chloride. The residue was dissolved in dichloromethane (10 mL), cooled to 0° C., and 7N ammonia in methanol (10.0 mL, 70 m... The reactants are C1CCOC1, COC(=O)c1cc(OC)c(C)c(OC)c1Oc1cc(OC)cc(C)c1C=O, CS(C)=O, CCOC(C)=O, [O-][Cl+][O-], NS(=O)(=O)O, [Na+], O, O. Product: COC(=O)c1cc(OC)c(C)c(OC)c1Oc1cc(OC)cc(C)c1C(=O)O. RXN SMILES: [CH2:38]1[O:39][CH2:40][CH2:41][CH2:42]1.[CH3:1][O:2][C:3]([c:4]1[c:5]([O:15][c:16]2[c:17]([CH:25]=[O:26])[c:18]([CH3:24])[cH:19][c:20]([O:22][CH3:23])[cH:21]2)[c:6]([O:13][CH3:14])[c:7]([CH3:12])[c:8]([O:10][CH3:11])[cH:9]1)=[O:27].[CH3:43][S:44]([CH3:45])=[O:46].[CH3:48][CH2:49][O:50][C:51]([CH3:52])=[O:53].[Cl+:33]([O-:34])[O-:35].[NH2:28][S:29]([OH:30])(=[O:31])=[O:32].[Na+:36].[OH2:37].[OH2:47]>>[CH3:1][O:2][C:3]([c:4]1[c:5]([O:15][c:16]2[c:17]([C:25](=[O:26])[OH:30])[c:18]([CH3:24])[cH:19][c:20]([O:22][CH3:23])[cH:21]2)[c:6]([O:13][CH3:14])[c:7]([CH3:12])[c:8]([O:10][CH3:11])[cH:9]1)=[O:27].